This data is from the Open Reaction Database (ORD), a public repository of structured organic reaction records. The task is: describe an organic reaction: reactants, conditions, products, and yield The reactants are BrC(C(=O)[C@@H]1[C@@H](C1(C)C)C(=O)O)(Br)Br (Cis 2-tribromoacetyl-3,3-dimethylcyclopropane carboxylic acid), [BH4-].[Na+] (sodium borohydride). Run in O (water). Product: BrC(C1OC(C2C(C12)(C)C)=O)Br (4-dibromomethyl-6,6-dimethyl-3-oxabicyclo[3.1.0]hexan-2-one). Reaction SMILES: [Br:1][C:2]([Br:14])(Br)[C:3]([C@H:5]1[C:7]([CH3:9])([CH3:8])[C@H:6]1[C:10]([OH:12])=[O:11])=O.[BH4-].[Na+]>O>[Br:1][CH:2]([Br:14])[CH:3]1[CH:5]2[CH:6]([C:7]2([CH3:9])[CH3:8])[C:10](=[O:12])[O:11]1 |f:1.2|. Procedure details: Cis 2-tribromoacetyl-3,3-dimethylcyclopropane carboxylic acid (0.2 mmol) prepared by a method analogous to that described in Example 1, was stirred for 10 minutes with a solution of sodium borohydride (0.8 mmol) in 5 ml water at room temperature for 16 hours and the crystalline reaction product was then filtered off and dried under reduced pressure at 40° C. The resulting product weighed 13 mg and contained 50% of the desired product, largely in the form of the endo isomer.